This data is from the Open Reaction Database (ORD), a public repository of structured organic reaction records. The task is: describe an organic reaction: reactants, conditions, products, and yield Starting materials: [(C6H5)3P]2PdCl2, BrC1=COC=C1 (3-bromofuran), C(C#C)O (propargyl alcohol). The reagents and catalysts are [Cu]I (CuI). Run in TEA. The product is O1C=C(C=C1)C#CCO (3-(3-furyl)-2-propynyl alcohol). Isolated yield 17.8%. Reaction SMILES: Br[C:2]1[CH:6]=[CH:5][O:4][CH:3]=1.[CH2:7]([OH:10])[C:8]#[CH:9]>[Cu]I>[O:4]1[CH:5]=[CH:6][C:2]([C:9]#[C:8][CH2:7][OH:10])=[CH:3]1. Procedure details: To a mixture of 3-bromofuran (10 g, 0.068 mol) and propargyl alcohol (4.3 ml, 0.074 mol) in 200 ml of TEA was added under argon, CuI (0.26 g, 1.4 mmol) and [(C6H5)3P]2PdCl2 (1.05 g, 1.4 mmol) and the mixture was stirred at 0° C. for 2 hours and at room temperature for 72 hours. The reaction mixture was cooled, decanted, and the solid was washed with TEA. The combined TEA solution was concentrated in vacuo and the residue was distilled (Kugelrohr distillation) to afford 1.48 g (17.8%) of 3-(3-fur... Reactants: C(C)(=O)NC=1SC(=C(N1)C)C=1N=C(SC1)C(=O)O (2′-(Acetylamino)-4′-methyl-4,5′-bi-1,3-thiazole-2-carboxylic acid), CN(C=O)C (dimethylformamide), C(C)(=O)NC=1SC(=C(N1)C)C=1N=C(SC1)C(=O)O (2′-(Acetylamino)-4′-methyl-4,5′-bi-1,3-thiazole-2-carboxylic acid), C(C(=O)Cl)(=O)Cl (Oxalyl chloride). Run in C(Cl)Cl (DCM). Reaction conditions: time 2 hour. Yields the product C(C)(=O)NC=1SC(=C(N1)C)C=1N=C(SC1)C(=O)Cl (2′-acetylamino-4′-methyl-[4,5′]bithiazolyl-2-carbonyl chloride). As a reaction SMILES: [C:1]([NH:4][C:5]1[S:6][C:7]([C:11]2[N:12]=[C:13]([C:16]([OH:18])=O)[S:14][CH:15]=2)=[C:8]([CH3:10])[N:9]=1)(=[O:3])[CH3:2].C(Cl)(=O)C([Cl:22])=O.CN(C)C=O>C(Cl)Cl>[C:1]([NH:4][C:5]1[S:6][C:7]([C:11]2[N:12]=[C:13]([C:16]([Cl:22])=[O:18])[S:14][CH:15]=2)=[C:8]([CH3:10])[N:9]=1)(=[O:3])[CH3:2]. Reported procedure: 2′-(Acetylamino)-4′-methyl-4,5′-bi-1,3-thiazole-2-carboxylic acid, Compound (4), (100 mg; 0.35 mmol; 1 eq.) is suspended in DCM (6 ml). Oxalyl chloride (92 μl; 1.06 mmol; 3 eq.) is added followed by anhydrous dimethylformamide (5.5 μl; 0.07 mmol; 0.20 eq.). After 2 hours, a sample is quenched with MeOH, showing that the reaction is complete. The solvents are evaporated affording 2′-acetylamino-4′-methyl-[4,5′]bithiazolyl-2-carbonyl chloride which is used in the next step without further purifica... The reactants are CC(C)(C)OC(=O)N1CCC(Nc2ccc(C(=O)c3ccccc3F)c(N)n2)CC1, ClCCl, O=C(O)C(F)(F)F. Product: Nc1nc(NC2CCNCC2)ccc1C(=O)c1ccccc1F. Reaction SMILES: [C:1]([O:2][C:3](=[O:4])[N:8]1[CH2:9][CH2:10][CH:11]([NH:14][c:15]2[n:16][c:17]([NH2:30])[c:18]([C:21]([c:22]3[c:23]([F:28])[cH:24][cH:25][cH:26][cH:27]3)=[O:29])[cH:19][cH:20]2)[CH2:12][CH2:13]1)([CH3:5])([CH3:6])[CH3:7].[Cl:38][CH2:39][Cl:40].[OH:31][C:32]([C:33]([F:34])([F:35])[F:36])=[O:37]>>[NH:8]1[CH2:9][CH2:10][CH:11]([NH:14][c:15]2[n:16][c:17]([NH2:30])[c:18]([C:21]([c:22]3[c:23]([F:28])[cH:24][cH:25][cH:26][cH:27]3)=[O:29])[cH:19][cH:20]2)[CH2:12][CH2:13]1. The reactants are C[C@H]1CNCCN1C, CC1=CC(=NC=C1C2=CC=C(C=C2)C3=NC4=C(C=CC=C4C(=O)N3)CO)Cl. The reagents and catalysts are CC(C)(C)[O-].[Na+], CC(C)OC1=C(C(=CC=C1)OC(C)C)C2=CC=CC=C2P(C3CCCCC3)C4CCCCC4, CC(C)OC1=C(C(=CC=C1)OC(C)C)C2=CC=CC=C2P(C3CCCCC3)C4CCCCC4.CC(C)(C)OC.C1=CC=C([C-]=C1)CCN.Cl[Pd+]. Run in C1COCCO1. Conditions: temperature 110 celsius. The product is C[C@H]1CN(CCN1C)C2=NC=C(C(=C2)C)C3=CC=C(C=C3)C4=NC5=C(C=CC=C5C(=O)N4)CO. The yield is 26.5%. Procedure: A mixture of CHLORO(2-DICYCLOHEXYLPHOSPHINO-2',6'-DI-I- PROPOXY-1,1'-BIPHENYL)[2-(2-AMINOETHYLPHENYL)]PALLADIUM(II), METHYL-T- BUTYLETHER ADDUCT (Ru Phos Pd cycle) (43.2 mgs, 0.1eq), sodium tert-butoxide (229 mg, 2.38 mmol), 2-(4-(6-chloro-4-methylpyridin-3-yl)phenyl)-8-(hydroxymethyl)quinazolin-4(3H)-one (250 mg, 0.53 mmol) , (S)-1,2-dimethylpiperazine (198 mg, 1.06 mmol) in dioxane (25ml) was stirred at 105°C for 1hr, LCMS only detected a small peak as product. 2 more equivalent of sodium tert... The reactants are ClC1=CC=C(NC)C=C1 (4-chloro-N-methylaniline), ClC1=NC=CC=C1[N+](=O)[O-] (2-chloro-3-nitropyridine). The solvent is Cl (hydrochloric acid). The product is ClC1=CC=C(C=C1)N(C1=NC=CC=C1[N+](=O)[O-])C (N-(4-Chlorophenyl)-N-methyl-3-nitro-2-pyridinamine). Reaction SMILES: [Cl:1][C:2]1[CH:9]=[CH:8][C:5]([NH:6][CH3:7])=[CH:4][CH:3]=1.Cl[C:11]1[C:16]([N+:17]([O-:19])=[O:18])=[CH:15][CH:14]=[CH:13][N:12]=1>Cl>[Cl:1][C:2]1[CH:9]=[CH:8][C:5]([N:6]([CH3:7])[C:11]2[C:16]([N+:17]([O-:19])=[O:18])=[CH:15][CH:14]=[CH:13][N:12]=2)=[CH:4][CH:3]=1. Reported procedure: To 90 g (0.63 mole) of 4-chloro-N-methylaniline heated to 115°-120° C. under nitrogen atmosphere with stirring was added 66.3 g (0.42 mole) of 2-chloro-3-nitropyridine in four portions over a period of 80 minutes. After stirring the reaction mixture for an additional 20 minutes at 115°-120° C., the temperature was increased to 135°-140° C. for an additional 20 minute period. The hot melt was poured into 700 ml of 2N hydrochloric acid solution. Red precipitate weighing 96 g was collected and diss... Reactants: C1COC(C2=CC=CC=3N=C(NC32)C3=C(C=CC=C3)[N+](=O)[O-])O1 (2-(2-Nitrophenyl)-benzimidazole-4-carboxaldehyde ethylene acetal), [H-].[Na+] (NaH), O (Water), CI (Methyl iodide). Solvent: C1CCOC1 (THF), C1CCOC1 (THF). Reaction conditions: time 24 hour. The product is C1COC(C2=CC=CC=3N(C(=NC32)C3=C(C=CC=C3)[N+](=O)[O-])C)O1 (1-Methyl-2-(2-nitrophenyl)-benzimidazole-4-carboxaldehyde ethylene acetal). Reaction SMILES: [CH2:1]1[O:23][CH:4]([C:5]2[C:13]3[NH:12][C:11]([C:14]4[CH:19]=[CH:18][CH:17]=[CH:16][C:15]=4[N+:20]([O-:22])=[O:21])=[N:10][C:9]=3[CH:8]=[CH:7][CH:6]=2)[O:3][CH2:2]1.[H-].[Na+].[CH3:26]I.O>C1COCC1>[CH2:1]1[O:23][CH:4]([C:5]2[C:13]3[N:12]=[C:11]([C:14]4[CH:19]=[CH:18][CH:17]=[CH:16][C:15]=4[N+:20]([O-:22])=[O:21])[N:10]([CH3:26])[C:9]=3[CH:8]=[CH:7][CH:6]=2)[O:3][CH2:2]1 |f:1.2|. Reported procedure: A solution of 2-(2-nitrophenyl)-benzimidazole-4-carboxaldehyde ethylene acetal 5 (4.53 g, 14.6 mmol) in dry THF (20 mL) was added to a stirring suspension of NaH (0.640 g, 60% dispersion in mineral oil, 16.0 mmol) in dry THF (50 mL) at 0° C. under N2. The mixture was then allowed to warm to room temperature for 1 hour resulting in an orange solution. Methyl iodide (4.58 mL, 72.8 mmol) was syringed into the above mixture at room temperature under N2. This mixture was stirred for 24 hours under N2...